From a dataset of the Open Reaction Database (ORD), a public repository of structured organic reaction records. describe an organic reaction: reactants, conditions, products, and yield The reactants are crude product, CN1CCNCC1 (N-methylpiperazine), C(CCCC)O (Amyl alcohol), CN1CCNCC1 (N-methylpiperazine), CSC1=NC2=C(CC=3N1C=CN3)C=CC=C2 (5-methylthio-11H-imidazo[1,2-c][1,3]benzodiazepine), Cl (hydrogen chloride), C(\C=C/C(=O)O)(=O)O (maleic acid). Run in C(C)(C)O (isopropanol), C(C)(C)O (isopropanol). Yields the product C(\C=C/C(=O)O)(=O)O.CN1CCN(CC1)C1=NC2=C(CC=3N1C=CN3)C=CC=C2 (5-(4-methyl-1-piperazinyl)-11H-imidazo[1,2-c][1,3]benzodiazepine monomaleate). As a reaction SMILES: C(O)CCCC.[CH3:7][N:8]1[CH2:13][CH2:12][NH:11][CH2:10][CH2:9]1.Cl.CS[C:17]1[N:23]2[CH:24]=[CH:25][N:26]=[C:22]2[CH2:21][C:20]2[CH:27]=[CH:28][CH:29]=[CH:30][C:19]=2[N:18]=1.[C:31]([OH:38])(=[O:37])/[CH:32]=[CH:33]\[C:34]([OH:36])=[O:35]>C(O)(C)C>[C:31]([OH:38])(=[O:37])/[CH:32]=[CH:33]\[C:34]([OH:36])=[O:35].[CH3:7][N:8]1[CH2:13][CH2:12][N:11]([C:17]2[N:23]3[CH:24]=[CH:25][N:26]=[C:22]3[CH2:21][C:20]3[CH:27]=[CH:28][CH:29]=[CH:30][C:19]=3[N:18]=2)[CH2:10][CH2:9]1 |f:6.7|. Procedure: Amyl alcohol (5100 ml) and 918.35 g (9.17 moles) of N-methylpiperazine were charged into a 12 liter 3-necked reaction flask fitted with a Dean-Stark adapter. The solution was stirred under nitrogen atmosphere and 989 ml of 10N ethanolic hydrogen chloride solution were added rapidly. The reaction mixture was heated to reflux and the distillate was collected in the Dean-Stark adapter. When the temperature of the reaction mixture reached 131° the Dean-Stark adapter was removed and an additional 918... The reactants are CCN(CC)C(=O)c1ccc(Cn2nc(N(COCC[Si](C)(C)C)S(=O)(=O)c3ccc(Cl)s3)c3c(OC)cccc32)cc1, ClCCl, O=C(O)C(F)(F)F. The product is CCN(CC)C(=O)c1ccc(Cn2nc(NS(=O)(=O)c3ccc(Cl)s3)c3c(OC)cccc32)cc1. RXN SMILES: [Cl:1][c:2]1[cH:3][cH:4][c:5]([S:7](=[O:8])(=[O:9])[N:10]([c:11]2[n:12][n:13]([CH2:22][c:23]3[cH:24][cH:25][c:26]([C:27](=[O:28])[N:29]([CH2:30][CH3:31])[CH2:32][CH3:33])[cH:34][cH:35]3)[c:14]3[cH:15][cH:16][cH:17][c:18]([O:20][CH3:21])[c:19]23)[CH2:36][O:37][CH2:38][CH2:39][Si:40]([CH3:41])([CH3:42])[CH3:43])[s:6]1.[Cl:51][CH2:52][Cl:53].[F:44][C:45]([F:46])([F:47])[C:48]([OH:49])=[O:50]>>[Cl:1][c:2]1[cH:3][cH:4][c:5]([S:7](=[O:8])(=[O:9])[NH:10][c:11]2[n:12][n:13]([CH2:22][c:23]3[cH:24][cH:25][c:26]([C:27](=[O:28])[N:29]([CH2:30][CH3:31])[CH2:32][CH3:33])[cH:34][cH:35]3)[c:14]3[cH:15][cH:16][cH:17][c:18]([O:20][CH3:21])[c:19]23)[s:6]1. The reactants are [H][H] (hydrogen), N[C@H]1C[C@@H](CCC1)O ((1R,3R)-3-Amino-cyclohexanol), C(C)(C)N(C(C)C)CC (N,N-diisopropylethylamine), C1(=CC=CC=C1)S(=O)(=O)N1C=CC=2C1=NC=C(C2Cl)[N+](=O)[O-] (1-Benzenesulfonyl-4-chloro-5-nitro-1H-pyrrolo[2,3-b]pyridine). The reagents and catalysts are [Pd] (palladium on carbon). Solvent: CO (methanol). Conditions: temperature 65 celsius, time 3 hour. Yields the product NC=1C(=C2C(=NC1)N(C=C2)S(=O)(=O)C2=CC=CC=C2)N[C@H]2C[C@@H](CCC2)O ((1R,3R)-3-(5-Amino-1-benzenesulfonyl-1H-pyrrolo[2,3-b]pyridin-4-ylamino)-cyclohexanol). RXN SMILES: [C:1]1([S:7]([N:10]2[C:14]3=[N:15][CH:16]=[C:17]([N+:20]([O-])=O)[C:18](Cl)=[C:13]3[CH:12]=[CH:11]2)(=[O:9])=[O:8])[CH:6]=[CH:5][CH:4]=[CH:3][CH:2]=1.[NH2:23][C@@H:24]1[CH2:29][CH2:28][CH2:27][C@@H:26]([OH:30])[CH2:25]1.C(N(CC)C(C)C)(C)C.[H][H]>CO.[Pd]>[NH2:20][C:17]1[C:18]([NH:23][C@@H:24]2[CH2:29][CH2:28][CH2:27][C@@H:26]([OH:30])[CH2:25]2)=[C:13]2[CH:12]=[CH:11][N:10]([S:7]([C:1]3[CH:6]=[CH:5][CH:4]=[CH:3][CH:2]=3)(=[O:9])=[O:8])[C:14]2=[N:15][CH:16]=1. Reported procedure: A stirred suspension of 1-Benzenesulfonyl-4-chloro-5-nitro-1H-pyrrolo[2,3-b]pyridine (24.5 g, 72.6 mmol) in methanol (120 ml) was treated with (1R,3R)-3-Amino-cyclohexanol* (8.9 g, 76.3 mmol) and N,N-diisopropylethylamine (13.3 mL, 76.3 mmol), and stirred at 65° C. for three hours. The mixture was then cooled and 10% palladium on carbon (7.6 g, 3.6 mmol) was added. The mixture was pressurized to 100 psi with hydrogen and stirred at 50° C. for 18 h. Filtration and concentration afforded the desir... The reactants are [H][H] (hydrogen), 90.5, ClC1=CC(=C(C(=O)N[C@@H]2[C@@H](CN(CC2)C(=O)OCC)OC)C=C1[N+](=O)[O-])OC (ethyl cis-4-[(4-chloro-2-methoxy-5-nitrobenzoyl)amino]-3-methoxy-1-piperidinecarboxylate), S1C=CC=C1 (thiophene). The reagents and catalysts are [Pt] (platinum-on-charcoal). Run in CO (methanol), CO (methanol). The product is 80, NC=1C(=CC(=C(C(=O)N[C@@H]2[C@@H](CN(CC2)C(=O)OCC)OC)C1)OC)Cl (ethyl cis-4-[(5-amino-4-chloro-2-methoxybenzoyl)amino]-3-methoxy-1-piperidinecarboxylate). The yield is 94.0%. As a reaction SMILES: [Cl:1][C:2]1[C:23]([N+:24]([O-])=O)=[CH:22][C:5]([C:6]([NH:8][C@H:9]2[CH2:14][CH2:13][N:12]([C:15]([O:17][CH2:18][CH3:19])=[O:16])[CH2:11][C@H:10]2[O:20][CH3:21])=[O:7])=[C:4]([O:27][CH3:28])[CH:3]=1.S1C=CC=C1.[H][H]>CO.[Pt]>[NH2:24][C:23]1[C:2]([Cl:1])=[CH:3][C:4]([O:27][CH3:28])=[C:5]([CH:22]=1)[C:6]([NH:8][C@H:9]1[CH2:14][CH2:13][N:12]([C:15]([O:17][CH2:18][CH3:19])=[O:16])[CH2:11][C@H:10]1[O:20][CH3:21])=[O:7]. Procedure: A mixture of 90.5 parts of ethyl cis-4-[(4-chloro-2-methoxy-5-nitrobenzoyl)amino]-3-methoxy-1-piperidinecarboxylate, 3 parts of a solution of thiophene in methanol 4% and 400 parts of methanol was hydrogenated at normal pressure and at 50° C. with 5 parts of platinum-on-charcoal catalyst 5%. After the calculated amount of hydrogen was taken up, the catalyst was filtered off and the filtrate was evaporated. The residue was crystallized from 2-propanol. The product was filtered off and dried, yiel... Starting materials: O=C1CCC(=O)N1Br, O=C(OOC(=O)c1ccccc1)c1ccccc1, ClC(Cl)(Cl)Cl, CCOC(=O)c1sc(-c2ccc(OC)cc2)nc1C. Product: CCOC(=O)c1sc(-c2ccc(OC)cc2)nc1CBr. Reaction SMILES: [Br:20][N:21]1[C:22](=[O:23])[CH2:24][CH2:25][C:26]1=[O:27].[C:28]([O:29][O:30][C:31](=[O:32])[c:33]1[cH:34][cH:35][cH:36][cH:37][cH:38]1)(=[O:39])[c:40]1[cH:41][cH:42][cH:43][cH:44][cH:45]1.[C:46]([Cl:47])([Cl:48])([Cl:49])[Cl:50].[CH2:1]([CH3:2])[O:3][C:4](=[O:5])[c:6]1[c:7]([CH3:19])[n:8][c:9](-[c:11]2[cH:12][cH:13][c:14]([O:17][CH3:18])[cH:15][cH:16]2)[s:10]1>>[CH2:1]([CH3:2])[O:3][C:4](=[O:5])[c:6]1[c:7]([CH2:19][Br:20])[n:8][c:9](-[c:11]2[cH:12][cH:13][c:14]([O:17][CH3:18])[cH:15][cH:16]2)[s:10]1. The reactants are OC1(CC=CC=C1)CC=C(C#N)C#N ((1-hydroxyphenylethylidene)malononitrile), [H-].[Na+] (NaH), [H-].[Na+] (sodium hydride), COS(=O)(=O)OC (dimethylsulfate), COS(=O)(=O)OC (dimethylsulfate). Run in C1CCOC1 (THF), C1CCOC1 (THF), C1CCOC1 (THF). Run at time 30 minute. Product: COC1(CC=CC=C1)CC=C(C#N)C#N ((1-methoxyphenylethylidene)malononitrile). Yield: 56.2%. Reaction SMILES: [H-].[Na+].[OH:3][C:4]1([CH2:10][CH:11]=[C:12]([C:15]#[N:16])[C:13]#[N:14])[CH:9]=[CH:8][CH:7]=[CH:6][CH2:5]1.[CH3:17]OS(OC)(=O)=O>C1COCC1>[CH3:17][O:3][C:4]1([CH2:10][CH:11]=[C:12]([C:13]#[N:14])[C:15]#[N:16])[CH:5]=[CH:6][CH:7]=[CH:8][CH2:9]1 |f:0.1|. Procedure: To a suspension of 60% NaH/mineral oil dispersion (2.9 g, 74.7 mmol) in THF (50 ml) was added dropwise (1-hydroxyphenylethylidene)malononitrile (13.8 g, 74.7 mmol) in THF (75 ml) over 25 minutes, followed by dimethylsulfate (7.1 ml, 74.7 mmol) in THF (50 ml) over 20 minutes. The reaction mixture was stirred at room temperature for 30 minutes, then at reflux for 4 hours. 0.5 equivalents of 60% sodium hydride and dimethylsulfate were added and the reaction mixture was stirred at room temperature f... Reactants: [Cl-].ClC1=C(C=CC2=CC(=CC=C12)C#N)OCC[NH3+] (2-[(1-chloro-6-cyanonaphthalen-2-yl)oxy]ethanaminium chloride), CC1=CC=C(O1)C=O (5-methylfuran-2-carbaldehyde). Product: ClC1=C2C=CC(=CC2=CC=C1OCCNCC=1OC(=CC1)C)C#N (5-chloro-6-(2-{[(5-methylfuran-2-yl)methyl]amino}ethoxy)naphthalene-2-carbonitrile). The yield is 77.0%. As a reaction SMILES: [Cl-].[Cl:2][C:3]1[C:12]2[C:7](=[CH:8][C:9]([C:13]#[N:14])=[CH:10][CH:11]=2)[CH:6]=[CH:5][C:4]=1[O:15][CH2:16][CH2:17][NH3+:18].[CH3:19][C:20]1[O:24][C:23]([CH:25]=O)=[CH:22][CH:21]=1>>[Cl:2][C:3]1[C:4]([O:15][CH2:16][CH2:17][NH:18][CH2:25][C:23]2[O:24][C:20]([CH3:19])=[CH:21][CH:22]=2)=[CH:5][CH:6]=[C:7]2[C:12]=1[CH:11]=[CH:10][C:9]([C:13]#[N:14])=[CH:8]2 |f:0.1|. Reported procedure: Prepared from 2-[(1-chloro-6-cyanonaphthalen-2-yl)oxy]ethanaminium chloride and 5-methylfuran-2-carbaldehyde in 77% yield as a slightly white solid.